This data is from the Open Reaction Database (ORD), a public repository of structured organic reaction records. The task is: describe an organic reaction: reactants, conditions, products, and yield Starting materials: OC1OC(=O)C2=CC=CC(=C12)[N+](=O)[O-] (3-hydroxy-4-nitro-phthalide), C(C)O (ethanol). Reagents/catalysts: [Pd].S(=O)(=O)([O-])[O-].[Ba+2] (Pd barium sulphate). Conditions: time 4 hour. Product: C1(=CC=CC=C1)C=1C=NC=2C=CC=C(C2C1)C(=O)O (3-Phenyl-quinoline-5-carboxylic acid). As a reaction SMILES: O[CH:2]1[C:11]2[C:6](=[CH:7][CH:8]=[CH:9][C:10]=2[N+:12]([O-])=O)[C:4](=[O:5])[O:3]1.[CH2:15](O)[CH3:16]>[Pd].S([O-])([O-])(=O)=O.[Ba+2]>[C:6]1([C:15]2[CH:16]=[N:12][C:10]3[CH:9]=[CH:8][CH:7]=[C:6]([C:4]([OH:3])=[O:5])[C:11]=3[CH:2]=2)[CH:11]=[CH:10][CH:9]=[CH:8][CH:7]=1 |f:2.3.4|. Reported procedure: 50 g (0.256 mol) of 3-hydroxy-4-nitro-phthalide are hydrogenated at 20° C. and at 3 bar using 5 g of Pd/barium sulphate (5%) in 380 ml of ethanol. The mixture is filtered with suction, and 0.308 mol=38.7 ml of phenylacetaldehyde solution are added to the filtrate. The mixture is boiled for 4 hours, the quinolinecarboxylic acid precipitating. It is cooled, filtered with suction and washed with ethanol. 28.3 g (44.3% of theory) of a colorless compound of melting point>290° C. are obtained.